Dataset: the Open Reaction Database (ORD), a public repository of structured organic reaction records. Task: describe an organic reaction: reactants, conditions, products, and yield Yields the product C[C@]1(CC[C@@H]2CNC[C@@H]21)NC(C2=CC=CC=C2)=O (N-[(3aR,4R,6aS)-4-methyloctahydrocyclopenta[c]pyrrol-4-yl]benzamide). Reaction SMILES: C([N:8]1[CH2:12][C@@H:11]2[C@@:13]([NH:17][C:18](=[O:25])[C:19]3[CH:24]=[CH:23][CH:22]=[CH:21][CH:20]=3)([CH3:16])[CH2:14][CH2:15][C@@H:10]2[CH2:9]1)C1C=CC=CC=1.[H][H]>C(O)C(F)(F)F>[CH3:16][C@:13]1([NH:17][C:18](=[O:25])[C:19]2[CH:24]=[CH:23][CH:22]=[CH:21][CH:20]=2)[C@@H:11]2[C@@H:10]([CH2:9][NH:8][CH2:12]2)[CH2:15][CH2:14]1. Starting materials: C(C1=CC=CC=C1)N1C[C@@H]2[C@H](C1)[C@](CC2)(C)NC(C2=CC=CC=C2)=O (N-[(3aR,4R,6aS)-2-benzyl-4-methyloctahydrocyclopenta[c]pyrrol-4-yl]benzamide), Pd(OH)2—C, [H][H] (hydrogen). The solvent is C(C(F)(F)F)O (trifluoroethanol). Reported procedure: N-[(3aR,4R,6aS)-2-benzyl-4-methyloctahydrocyclopenta[c]pyrrol-4-yl]benzamide from Example 2 (250 mg, 0.747 mmol) and trifluoroethanol (10 mL) were added to 20% Pd(OH)2—C, wet (50.0 mg, 0.356 mmol) in a 50 mL pressure bottle and stirred for 2 hours under 30 psi hydrogen gas at 50° C. The mixture was filtered through a nylon membrane and the solvent removed in vacuo to give the title compound as a white solid: 1H NMR (500 MHz, pyridine-d5) δ ppm 9.40 (s, 1H), 8.22-8.15 (m, 2H), 7.46-7.38 (m, 3H), ...